This data is from the Open Reaction Database (ORD), a public repository of structured organic reaction records. The task is: describe an organic reaction: reactants, conditions, products, and yield Reactants: OC1=NC2=CC(=C(C(=C2C(=N1)O)[N+](=O)[O-])OC)OC (2,4-Dihydroxy-6,7-dimethoxy-5-nitroquinazoline). The reagents and catalysts are [Pd] (palladium on carbon). The solvent is CO.C(Cl)Cl (MeOH CH2Cl2), [OH-].[Na+] (NaOH), C(C)(=O)O (acetic acid). The product is NC1=C2C(=NC(=NC2=CC(=C1OC)OC)O)O (5-Amino-2,4-dihydroxy-6,7-dimethoxyquinazoline). Yield: 73.6%. RXN SMILES: [OH:1][C:2]1[N:11]=[C:10]([OH:12])[C:9]2[C:4](=[CH:5][C:6]([O:18][CH3:19])=[C:7]([O:16][CH3:17])[C:8]=2[N+:13]([O-])=O)[N:3]=1>[Pd].C(O)(=O)C.CO.C(Cl)Cl.[OH-].[Na+]>[NH2:13][C:8]1[C:7]([O:16][CH3:17])=[C:6]([O:18][CH3:19])[CH:5]=[C:4]2[C:9]=1[C:10]([OH:12])=[N:11][C:2]([OH:1])=[N:3]2 |f:3.4,5.6|. Procedure: A mixture of the product of step (b) (35.0 g, 0.13 mol) and 10% palladium on carbon (4.0 g) was suspended in glacial acetic acid (200 ml) and hydrogenated at 50 psi (3.4 atm) and 5° C. for 2.5 days. The reaction was then cooled, suspended in MeOH/CH2Cl2 (1/1 v/v, 1 L) and filtered. The residue was transferred to a soxhlet apparatus and continually extracted with MeOH for 3 days. Evaporation afforded a grey solid which was dissolved in 2N NaOH, filtered through a pad of silica, washing with H2O. ... Reactants: C1S(=O)(=O)OCCOS1(=O)=O (ethylene methanedisulfonate), [H-].[Na+] (NaH), ClCC1=CC=CC2=CC=CC=C12 (1-chloromethylnaphthalene), C(OC)COC (glyme), [Na+].[I-] (NaI). Run at time 8 hour. The product is C1=C(C=CC2=CC=CC=C12)OS(=O)(=O)C(C)S(=O)(=O)O.C=C (ethylene 2-naphthyl-1,1-ethanedisulfonate). The yield is 86.0%. RXN SMILES: [CH2:1]1[S:9](=[O:11])(=[O:10])[O:8][CH2:7][CH2:6][O:5][S:2]1(=[O:4])=[O:3].[H-].[Na+].Cl[CH2:15][C:16]1[C:25]2[C:20](=CC=C[CH:24]=2)[CH:19]=[CH:18][CH:17]=1.[Na+].[I-].[CH2:28]([CH2:31]OC)OC>>[CH:24]1[C:25]2[C:16](=[CH:17][CH:18]=[CH:19][CH:20]=2)[CH:15]=[CH:6][C:7]=1[O:8][S:9]([CH:1]([S:2]([OH:5])(=[O:4])=[O:3])[CH3:28])(=[O:11])=[O:10].[CH2:28]=[CH2:31] |f:1.2,4.5,7.8|. Procedure details: To a solution of 3.5 g of ethylene methanedisulfonate in 60 mL of glyme and 0.9 g of NaH was added 3.4 g of 1-chloromethylnaphthalene followed by 2.6 g of NaI. The solution was stirred overnight and the glyme removed by the rotary evaporator at 20 mm pressure. The residue was taken up in an acid solution and CH2Cl2. The CH2Cl2 was rinsed with a NaHSO3 solution, dried, concentrated, and cyclohexane was added to give 3.9 g (86%) of ethylene 2-naphthyl-1,1-ethanedisulfonate, m.p. 179-183° C. (94-2)... Reaction conditions: time 5 hour. Reaction SMILES: [C:1]([NH:11][C@H:12]([C:16]([O:18][C@@H:19]([CH3:32])[C:20]([O:22]CC1C=CC(OC)=CC=1)=[O:21])=[O:17])[CH:13]([CH3:15])[CH3:14])([O:3][CH2:4][C:5]1[CH:10]=[CH:9][CH:8]=[CH:7][CH:6]=1)=[O:2].FC(F)(F)C(O)=O>ClCCl>[C:1]([NH:11][C@H:12]([C:16]([O:18][C@@H:19]([CH3:32])[C:20]([OH:22])=[O:21])=[O:17])[CH:13]([CH3:14])[CH3:15])([O:3][CH2:4][C:5]1[CH:10]=[CH:9][CH:8]=[CH:7][CH:6]=1)=[O:2]. Yields the product C(=O)(OCC1=CC=CC=C1)N[C@@H](C(C)C)C(=O)O[C@H](C(=O)O)C ((S)-(+)-2-(N-CBz-L-valyloxy)propionic acid). Reported procedure: To a solution of 4-methoxybenzyl (S)-(+)-2-(N-CBz-L-valyloxy)propionate (14.0 g, 31.5 mmole) in dichloromethane (50 ml) was added trifluoroacetic acid (25 ml) and the solution was stirred for five hours at room temperature. The solution was evaporated under reduced pressure and coevaporated two times with toluene. The product was isolated by silica gel column chromatography. Yield: 9.4 g=92% Starting materials: C(=O)(OCC1=CC=CC=C1)N[C@@H](C(C)C)C(=O)O[C@H](C(=O)OCC1=CC=C(C=C1)OC)C (4-methoxybenzyl (S)-(+)-2-(N-CBz-L-valyloxy)propionate), FC(C(=O)O)(F)F (trifluoroacetic acid). Solvent: ClCCl (dichloromethane). The reactants are NCc1ccc2c(c1)OCO2, CC(C)CN(C(CO)CCCCNC(=O)OCC1c2ccccc2-c2ccccc21)S(=O)(=O)c1ccc(N)cc1. Yields the product CC(C)CN(C(CO)CCCCNC(=O)NCc1ccc2c(c1)OCO2)S(=O)(=O)c1ccc(N)cc1. As a reaction SMILES: [CH2:41]([c:42]1[cH:43][c:44]2[c:48]([cH:49][cH:50]1)[O:47][CH2:46][O:45]2)[NH2:51].[NH2:1][c:2]1[cH:3][cH:4][c:5]([S:8](=[O:9])(=[O:10])[N:11]([CH:12]([CH2:13][OH:14])[CH2:15][CH2:16][CH2:17][CH2:18][NH:19][C:20](=[O:21])[O:22][CH2:23][CH:24]2[c:25]3[cH:26][cH:27][cH:28][cH:29][c:30]3-[c:31]3[c:32]2[cH:33][cH:34][cH:35][cH:36]3)[CH2:37][CH:38]([CH3:39])[CH3:40])[cH:6][cH:7]1>>[NH2:1][c:2]1[cH:3][cH:4][c:5]([S:8](=[O:9])(=[O:10])[N:11]([CH:12]([CH2:13][OH:14])[CH2:15][CH2:16][CH2:17][CH2:18][NH:19][C:20](=[O:21])[NH:51][CH2:41][c:42]2[cH:43][c:44]3[c:48]([cH:49][cH:50]2)[O:47][CH2:46][O:45]3)[CH2:37][CH:38]([CH3:39])[CH3:40])[cH:6][cH:7]1. Reactants: ClC1=CC(=C(CN2N=C(C3=CC=CC=C23)C(C)(C)O)C=C1)C (2-[1-(4-chloro-2-methylbenzyl)-1H-indazol-3-yl]propan-2-ol), ClC1=CC(=C(CN2N=C(C3=CC=CC=C23)C=O)C=C1)C (1-(4-chloro-2-methylbenzyl)-1H-indazole-3-carboxaldehyde). Yields the product ClC1=CC(=C(CN2N=C(C3=CC=CC=C23)C(C)O)C=C1)C (1-[1-(4-chloro-2-methylbenzyl)-1H-indazol-3-yl]ethanol). RXN SMILES: [Cl:1][C:2]1[CH:21]=[CH:20][C:5]([CH2:6][N:7]2[C:15]3[C:10](=[CH:11][CH:12]=[CH:13][CH:14]=3)[C:9]([C:16]([OH:19])(C)[CH3:17])=[N:8]2)=[C:4]([CH3:22])[CH:3]=1.ClC1C=CC(CN2C3C(=CC=CC=3)C(C=O)=N2)=C(C)C=1>>[Cl:1][C:2]1[CH:21]=[CH:20][C:5]([CH2:6][N:7]2[C:15]3[C:10](=[CH:11][CH:12]=[CH:13][CH:14]=3)[C:9]([CH:16]([OH:19])[CH3:17])=[N:8]2)=[C:4]([CH3:22])[CH:3]=1. Reported procedure: The product was obtained using the method described for the preparation of compound 10b, but using as starting material compound 12a (0.4 mol) instead of compound 10a.